Dataset: the Open Reaction Database (ORD), a public repository of structured organic reaction records. Task: describe an organic reaction: reactants, conditions, products, and yield Reactants: CCOC(=O)c1[nH]c(C)nc1SCC, ClCCl, CC(C)C[AlH]CC(C)C, CC(=O)Cl, Cc1ccccc1, O. Yields the product CCSc1nc(C)[nH]c1CO. RXN SMILES: [CH2:10]([CH3:11])[S:12][c:13]1[n:14][c:15]([CH3:23])[nH:16][c:17]1[C:18](=[O:19])[O:20][CH2:21][CH3:22].[CH2:36]([Cl:37])[Cl:38].[CH3:1][CH:2]([CH2:3][AlH:4][CH2:5][CH:6]([CH3:7])[CH3:8])[CH3:9].[CH3:24][C:25](=[O:26])[Cl:27].[CH3:29][c:30]1[cH:31][cH:32][cH:33][cH:34][cH:35]1.[OH2:28]>>[CH2:10]([CH3:11])[S:12][c:13]1[n:14][c:15]([CH3:23])[nH:16][c:17]1[CH2:18][OH:19]. The reactants are O1CCCC1 (tetrahydrofuran), C(C)(=O)O (acetic acid), FC(C1=CC=C(C=C1)NC(=O)N1N=C(C(C1)N(C(=O)OCC(Cl)(Cl)Cl)C)C1=CC=C(C=C1)Cl)(F)F (N-(4-trifluoromethylphenyl)-3-(4-chlorophenyl)-4-(N-methyl-N-(2,2,2-trichloroethoxycarbonyl)amino)-4,5-dihydro-1H-pyrazole-1-carboxamide). Reagents/catalysts: [Zn] (zinc). Run in CO (methanol). Conditions: time 1 hour. The product is FC(C1=CC=C(C=C1)NC(=O)N1N=C(C(C1)NC)C1=CC=C(C=C1)Cl)(F)F (N-(4-trifluoromethylphenyl)-3-(4-chlorophenyl)-4-(N-methylamino)-4,5-dihydro-1H-pyrazole-1-carboxamide). Yield: 61.3%. Reaction SMILES: [F:1][C:2]([F:35])([F:34])[C:3]1[CH:8]=[CH:7][C:6]([NH:9][C:10]([N:12]2[CH2:16][CH:15]([N:17](C)[C:18](OCC(Cl)(Cl)Cl)=O)[C:14]([C:27]3[CH:32]=[CH:31][C:30]([Cl:33])=[CH:29][CH:28]=3)=[N:13]2)=[O:11])=[CH:5][CH:4]=1.O1CCCC1.C(O)(=O)C>CO.[Zn]>[F:35][C:2]([F:1])([F:34])[C:3]1[CH:8]=[CH:7][C:6]([NH:9][C:10]([N:12]2[CH2:16][CH:15]([NH:17][CH3:18])[C:14]([C:27]3[CH:32]=[CH:31][C:30]([Cl:33])=[CH:29][CH:28]=3)=[N:13]2)=[O:11])=[CH:5][CH:4]=1. Procedure details: To 17.3 g (30 mmole) of N-(4-trifluoromethylphenyl)-3-(4-chlorophenyl)-4-(N-methyl-N-(2,2,2-trichloroethoxycarbonyl)amino)-4,5-dihydro-1H-pyrazole-1-carboxamide (Example 115) dissolved in 50 ml of methanol and 50 ml of tetrahydrofuran was added 14 g (233 mmole) of acetic acid and 3.95 g (60 mmole) of zinc dust. After stirring for 1 hour the reaction mixture was filtered, concentrated in vacuo, dissolved in diethyl ether, washed with water, 5% aqueous sodium bicarbonate, and brine and dried over ...